From a dataset of the Open Reaction Database (ORD), a public repository of structured organic reaction records. describe an organic reaction: reactants, conditions, products, and yield The reactants are CC1(COCC=2NC(=NC21)C=2C(=CC(=C(C(=O)OC)C2)C)C)C (methyl 5-(7,7-dimethyl-3,4,6,7-tetrahydropyrano[3,4-d]imidazol-2-yl)-2,4-dimethylbenzoate), CC1(COCC=2NC(=NC21)C=2C(=CC(=C(C(=O)OC)C2)C)C)C (methyl 5-(7,7-dimethyl-3,4,6,7-tetrahydropyrano[3,4-d]imidazol-2-yl)-2,4-dimethylbenzoate), [OH-].[Li+] (lithium hydroxide). Run in C1CCOC1 (THF). Conditions: temperature 50 celsius. The product is CC1(COCC=2NC(=NC21)C=2C(=CC(=C(C(=O)O)C2)C)C)C (5-(7,7-Dimethyl-3,4,6,7-tetrahydropyrano[3,4-d]imidazol-2-yl)-2,4-dimethylbenzoic acid). Reaction SMILES: [CH3:1][C:2]1([CH3:23])[C:10]2[N:9]=[C:8]([C:11]3[C:12]([CH3:22])=[CH:13][C:14]([CH3:21])=[C:15]([CH:20]=3)[C:16]([O:18]C)=[O:17])[NH:7][C:6]=2[CH2:5][O:4][CH2:3]1.[OH-].[Li+]>C1COCC1>[CH3:1][C:2]1([CH3:23])[C:10]2[N:9]=[C:8]([C:11]3[C:12]([CH3:22])=[CH:13][C:14]([CH3:21])=[C:15]([CH:20]=3)[C:16]([OH:18])=[O:17])[NH:7][C:6]=2[CH2:5][O:4][CH2:3]1 |f:1.2|. Procedure: To methyl 5-(7,7-dimethyl-3,4,6,7-tetrahydropyrano[3,4-d]imidazol-2-yl)-2,4-dimethylbenzoate (compound 449.3, 27 mg, 0.086 mmol) in THF (3 mL) was added 2 M lithium hydroxide (430 μl, 0.86 mmol) and the mixture was heated at 50° C. for 16 hrs. The volatile solvents were removed in vacuo and the resulting residue was neutralized with 2M HCl to pH=3 and concentrated in vacuo to give a white solid and used in the next reaction without doing further purification. m/z (ES−) 299 (M−H)−.